Dataset: the Open Reaction Database (ORD), a public repository of structured organic reaction records. Task: describe an organic reaction: reactants, conditions, products, and yield The reactants are C(C)(=O)O[BH-](OC(C)=O)OC(C)=O.[Na+] (sodium triacetoxyborohydride), ClC=1C=C(C=CC1)[C@@H](C)N ((R)-1-(3-chlorophenyl)ethanamine), FC1=CC=C(C=C1)N1CC(CC1=O)C=O (1-(4-fluorophenyl)-5-oxopyrrolidine-3-carbaldehyde). The reagents and catalysts are CC(=O)O (AcOH). The solvent is ClCCCl (DCE). Conditions: time 8 hour. Yields the product ClC=1C=C(C=CC1)[C@@H](C)NCC1CC(N(C1)C1=CC=C(C=C1)F)=O (4-({[(1R)-1-(3-chlorophenyl)ethyl]amino}methyl)-1-(4-fluorophenyl)pyrrolidin-2-one). As a reaction SMILES: C(O[BH-](OC(=O)C)OC(=O)C)(=O)C.[Na+].[Cl:15][C:16]1[CH:17]=[C:18]([C@H:22]([NH2:24])[CH3:23])[CH:19]=[CH:20][CH:21]=1.[F:25][C:26]1[CH:31]=[CH:30][C:29]([N:32]2[C:36](=[O:37])[CH2:35][CH:34]([CH:38]=O)[CH2:33]2)=[CH:28][CH:27]=1>CC(O)=O.ClCCCl>[Cl:15][C:16]1[CH:17]=[C:18]([C@H:22]([NH:24][CH2:38][CH:34]2[CH2:33][N:32]([C:29]3[CH:30]=[CH:31][C:26]([F:25])=[CH:27][CH:28]=3)[C:36](=[O:37])[CH2:35]2)[CH3:23])[CH:19]=[CH:20][CH:21]=1 |f:0.1|. Procedure details: A 20 mL vial was charged with sodium triacetoxyborohydride (1.0 g, 4.8 mmol), (R)-1-(3-chlorophenyl)ethanamine 55 (0.413 g, 2.7 mmol), 1-(4-fluorophenyl)-5-oxopyrrolidine-3-carbaldehyde 54 (0.500 g, 2.4 mmol), 10 mL of DCE, and 5 drops of AcOH. This mixture was stirred at room temperature overnight then quenched with saturated aqueous NaHCO3. The mixture was extracted with DCM, dried, concentrated, and purified by column chromatography on silica gel (3% to 7% MeOH in DCM) to give 4-({[(1R)-1-(3-... The reactants are BrC1=CC=C(C#N)C=C1 (4-bromobenzonitrile), O([Si](C)(C)C(C)(C)C)C1CCNCC1 (4-(tert-butyldimethylsiloxy)piperidine), CC(C)([O-])C.[Na+] (sodium tert-butoxide), C(C)(=O)OCC (ethyl acetate). Reagents/catalysts: C(C)(=O)[O-].[Pd+2].C(C)(=O)[O-] (palladium acetate), C1=CC=C(C=C1)P(C2=CC=CC=C2)C3=C(C4=CC=CC=C4C=C3)C5=C(C=CC6=CC=CC=C65)P(C7=CC=CC=C7)C8=CC=CC=C8 ((S)-(−)-2,2′-bis(diphenylphosphino)-1,1′-binaphthyl). The solvent is C1(=CC=CC=C1)C (toluene). Run at temperature 80 celsius, time 1 hour. The product is O([Si](C)(C)C(C)(C)C)C1CCN(CC1)C1=CC=C(C#N)C=C1 (4-[4-(tert-butyldimethylsiloxy)piperidin-1-yl]benzonitrile). The yield is 64.2%. As a reaction SMILES: Br[C:2]1[CH:9]=[CH:8][C:5]([C:6]#[N:7])=[CH:4][CH:3]=1.[O:10]([CH:18]1[CH2:23][CH2:22][NH:21][CH2:20][CH2:19]1)[Si:11]([C:14]([CH3:17])([CH3:16])[CH3:15])([CH3:13])[CH3:12].CC(C)([O-])C.[Na+].C(OCC)(=O)C>C1(C)C=CC=CC=1.C([O-])(=O)C.[Pd+2].C([O-])(=O)C.C1C=CC(P(C2C=CC3C(=CC=CC=3)C=2C2C3C(=CC=CC=3)C=CC=2P(C2C=CC=CC=2)C2C=CC=CC=2)C2C=CC=CC=2)=CC=1>[O:10]([CH:18]1[CH2:23][CH2:22][N:21]([C:2]2[CH:9]=[CH:8][C:5]([C:6]#[N:7])=[CH:4][CH:3]=2)[CH2:20][CH2:19]1)[Si:11]([C:14]([CH3:17])([CH3:16])[CH3:15])([CH3:13])[CH3:12] |f:2.3,6.7.8|. Reported procedure: A mixture of 4-bromobenzonitrile (2.76 g, 15.16 mmol), 4-(tert-butyldimethylsiloxy)piperidine (2.9 g, 13.79 mmol), palladium acetate (62 mg, 0.28 mmol), (S)-(−)-2,2′-bis(diphenylphosphino)-1,1′-binaphthyl (BINAP) (258 mg, 0.41 mmol), and sodium tert-butoxide (1.99 g, 20.68 mmol) in toluene (60 ml) was stirred at 80° C. for 1 hour. The reaction mixture was allowed to return to room temperature, to which ethyl acetate (60 ml) was added, and the mixture was filtered. The filtration was washed with ... Reaction SMILES: [B:13]([F:14])([F:15])[F:16].[CH2:1]([SiH:2]([CH2:3][CH3:4])[CH2:5][CH3:6])[CH3:7].[CH2:41]([Cl:42])[Cl:43].[CH2:8]([O:9][CH2:10][CH3:11])[CH3:12].[CH3:39][OH:40].[OH2:44].[s:17]1[c:18]2[c:19]([cH:20][c:21]1[CH:22]([OH:23])[c:24]1[cH:25][c:26]3[cH:27][cH:28][cH:29][cH:30][c:31]3[c:32]([Br:34])[cH:33]1)[cH:35][cH:36][cH:37][cH:38]2>>[s:17]1[c:18]2[c:19]([cH:20][c:21]1[CH2:22][c:24]1[cH:25][c:26]3[cH:27][cH:28][cH:29][cH:30][c:31]3[c:32]([Br:34])[cH:33]1)[cH:35][cH:36][cH:37][cH:38]2. Reactants: FB(F)F, CC[SiH](CC)CC, ClCCl, CCOCC, CO, O, OC(c1cc(Br)c2ccccc2c1)c1cc2ccccc2s1. Product: Brc1cc(Cc2cc3ccccc3s2)cc2ccccc12. Starting materials: C(C=1C(O)=CC=CC1)(=O)N (salicylamide), CC(=O)C (acetone). Reagents/catalysts: S(O)(O)(=O)=O (sulfuric acid). Yields the product CC1(OC2=C(C(N1)=O)C=CC=C2)C (2,2-dimethyl-4-keto-1,3-benzoxazine). Isolated yield 47.0%. As a reaction SMILES: [C:1]([NH2:10])(=[O:9])[C:2]1[C:3](=[CH:5][CH:6]=[CH:7][CH:8]=1)[OH:4].[CH3:11][C:12]([CH3:14])=O>S(=O)(=O)(O)O>[CH3:11][C:12]1([CH3:14])[NH:10][C:1](=[O:9])[C:2]2[CH:8]=[CH:7][CH:6]=[CH:5][C:3]=2[O:4]1. Procedure details: A solution of salicylamide (4.14 g, 30.2 mmol) and conc. sulfuric acid (3 drops) in acetone (40 mL) was refluxed for 5 h. The reaction was concentrated and the residue taken up in ethyl acetate. The organic solution was washed with 1 N NaOH (2×), 1 N HCl (2×), H2O, then sat. aq. NaCl, dried (MgSO4) and concentrated to afford 2,2-dimethyl-4-keto-1,3-benzoxazine (2.50 g, 47%) as a white solid: 1H NMR (CDCl3, 300 MHz, ppm) 7.92 (d, 1H), 7.60 (bs, 1H), 7.47 (m, 1H), 7.06 (m, 1H), 6.92 (d, 1H), 1.65 ... Starting materials: P(=O)([O-])([O-])[O-].[K+].[K+].[K+] (potassium phosphate), C1(CCCCC1)P(C1=C(C=CC=C1)C1=CC=CC=C1)C1CCCCC1 (2-(dicyclohexylphosphino)biphenyl), nphthalene-2-boronic acid, ClC=1C(=C(C=CC1)C1=CC=CC=C1)C (3-cloro-2-methyl-biphenyl), C(C)OCC (diethyl ether). Reagents/catalysts: C(C)(=O)[O-].[Pd+2].C(C)(=O)[O-] (palladium acetate). Conditions: temperature 80 celsius. The product is CC1=C(C=CC=C1C1=CC2=CC=CC=C2C=C1)C1=CC=CC=C1 (2-(2-methyl-1,1′-biphenyl-3-yl)naphthalene). RXN SMILES: P([O-])([O-])([O-])=O.[K+].[K+].[K+].C1(P(C2CCCCC2)[C:16]2[CH:21]=[CH:20][CH:19]=[CH:18][C:17]=2[C:22]2[CH:27]=[CH:26][CH:25]=[CH:24][CH:23]=2)CCCCC1.ClC1C(C)=[C:37]([C:41]2[CH:46]=[CH:45][CH:44]=[CH:43][CH:42]=2)[CH:38]=[CH:39][CH:40]=1.[CH2:48](OCC)C>C([O-])(=O)C.[Pd+2].C([O-])(=O)C>[CH3:48][C:16]1[C:21]([C:39]2[CH:38]=[CH:37][C:41]3[C:42](=[CH:43][CH:44]=[CH:45][CH:46]=3)[CH:40]=2)=[CH:20][CH:19]=[CH:18][C:17]=1[C:22]1[CH:23]=[CH:24][CH:25]=[CH:26][CH:27]=1 |f:0.1.2.3,7.8.9|. Procedure details: To a mixture of potassium phosphate (8.36 g 40 mmol), palladium acetate (0.88 g, 0.4 mmol), 2-(dicyclohexylphosphino)biphenyl (0.54 g, 1.6 mmol) and nphthalene-2-boronic acid (5.09 g, 30 mmol) was added 3-cloro-2-methyl-biphenyl (4.0 g, 20 mmol). The reaction mixture was heated to 80° C. overnight, diluted with diethyl ether, washed with water and dried over MgSO4. Removal of solvent under reduced pressure gave a crude product that was purified by silica gel chromatography eluting with hexanes g... The reactants are Cl.N[C@@H]1CC[C@H](CC1)NC(=O)C1=C(NC=2C1=NC=CC2C2=C(C=C(C=C2)OC)OCC2CC2)C (N-(trans-4-aminocyclohexyl)-7-[2-(cyclopropylmethoxy)-4-methoxyphenyl]-2-methyl-1H-pyrrolo[3,2-b]pyridine-3-carboxamide hydrochloride), COCC(=O)Cl (methoxy-acetyl chloride). Yields the product C1(CC1)COC1=C(C=CC(=C1)OC)C1=C2C(=NC=C1)C(=C(N2)C)C(=O)N[C@@H]2CC[C@H](CC2)NC(COC)=O (7-[2-(Cyclopropylmethoxy)-4-methoxyphenyl]-N-{trans-4-[(methoxyacetyl)amino]cyclohexyl}-2-methyl-1H-pyrrolo[3,2-b]pyridine-3-carboxamide). RXN SMILES: Cl.[NH2:2][C@H:3]1[CH2:8][CH2:7][C@H:6]([NH:9][C:10]([C:12]2[C:16]3=[N:17][CH:18]=[CH:19][C:20]([C:21]4[CH:26]=[CH:25][C:24]([O:27][CH3:28])=[CH:23][C:22]=4[O:29][CH2:30][CH:31]4[CH2:33][CH2:32]4)=[C:15]3[NH:14][C:13]=2[CH3:34])=[O:11])[CH2:5][CH2:4]1.[CH3:35][O:36][CH2:37][C:38](Cl)=[O:39]>>[CH:31]1([CH2:30][O:29][C:22]2[CH:23]=[C:24]([O:27][CH3:28])[CH:25]=[CH:26][C:21]=2[C:20]2[CH:19]=[CH:18][N:17]=[C:16]3[C:12]([C:10]([NH:9][C@H:6]4[CH2:7][CH2:8][C@H:3]([NH:2][C:38](=[O:39])[CH2:37][O:36][CH3:35])[CH2:4][CH2:5]4)=[O:11])=[C:13]([CH3:34])[NH:14][C:15]=23)[CH2:32][CH2:33]1 |f:0.1|. Procedure: Starting from N-(trans-4-aminocyclohexyl)-7-[2-(cyclopropylmethoxy)-4-methoxyphenyl]-2-methyl-1H-pyrrolo[3,2-b]pyridine-3-carboxamide hydrochloride (example D.f12) and commercially methoxy-acetyl chloride the title compound is obtained as colorless solid. Starting materials: C(C)OC(=O)C=1C=C2C(C(=C(OC2=CC1)C1=CC=CC=C1)O)=O (6-Ethoxycarbonyl-3-hydroxyflavone), BrCCCCl (1-bromo-3-chloropropane), C([O-])([O-])=O.[K+].[K+] (potassium carbonate). The solvent is CN(C)C=O (DMF). Reaction conditions: temperature 100 celsius, time 2 hour. Product: ClCCCOC1=C(OC2=CC=C(C=C2C1=O)C(=O)OCC)C1=CC=CC=C1 (3-(3-chloropropoxy)-6-ethoxycarbonylflavone). Isolated yield 38.0%. RXN SMILES: [CH2:1]([O:3][C:4]([C:6]1[CH:7]=[C:8]2[C:13](=[CH:14][CH:15]=1)[O:12][C:11]([C:16]1[CH:21]=[CH:20][CH:19]=[CH:18][CH:17]=1)=[C:10]([OH:22])[C:9]2=[O:23])=[O:5])[CH3:2].Br[CH2:25][CH2:26][CH2:27][Cl:28].C(=O)([O-])[O-].[K+].[K+]>CN(C=O)C>[Cl:28][CH2:27][CH2:26][CH2:25][O:22][C:10]1[C:9](=[O:23])[C:8]2[C:13](=[CH:14][CH:15]=[C:6]([C:4]([O:3][CH2:1][CH3:2])=[O:5])[CH:7]=2)[O:12][C:11]=1[C:16]1[CH:17]=[CH:18][CH:19]=[CH:20][CH:21]=1 |f:2.3.4|. Procedure details: 6-Ethoxycarbonyl-3-hydroxyflavone (3.2 mmol), 1-bromo-3-chloropropane (3.2 mmol) and potassium carbonate (3.2 mmol) were dissolved in 20 ml of DMF, followed by stirring at 100° C. for 2 hours. The reaction mixture was concentrated under reduced pressure. Chloroform was added to the residue, and an insoluble mater was removed. The filtrate was concentrated under reduced pressure. The residue was purified by chromatography on a silica gel column (petroleum ether:ethyl acetate=2:1), whereby the tit... Starting materials: Cl.Cl.NC1=C(C=CC(=C1)OC)N ([2-amino-4-(methyloxy)phenyl]amine dihydrochloride), C(=O)(C(F)(F)F)O (TFA). Procedure: Synthesized as described Example 195C from [2-amino-4-(methyloxy)phenyl]amine dihydrochloride and TFA: MS (ESI) m/z 217 (M+1). Yields the product COC1=CC2=C(NC(=N2)C(F)(F)F)C=C1 (5-(Methyloxy)-2-(trifluoromethyl)-1H-benzimidazole). As a reaction SMILES: Cl.Cl.[NH2:3][C:4]1[CH:9]=[C:8]([O:10][CH3:11])[CH:7]=[CH:6][C:5]=1[NH2:12].[C:13](O)([C:15]([F:18])([F:17])[F:16])=O>>[CH3:11][O:10][C:8]1[CH:7]=[CH:6][C:5]2[NH:12][C:13]([C:15]([F:18])([F:17])[F:16])=[N:3][C:4]=2[CH:9]=1 |f:0.1.2|. Yields the product C(C)(C)OCCNC1=CC=C(C(=O)N2CCN(CC2)CCC2=CC=C(C=C2)Cl)C=C1 (1-{4-[N-(2-isopropyloxyethyl)amino]benzoyl}-4-[2-(4-chlorophenyl)ethyl]piperazine). Reported procedure: In a manner analogous to that described in Example 23, 1-{4-[N-(2-isopropyloxyethyl)-N-methoxycarbonylacetylamino]benzoyl}-4-[2-(4-chlorophenyl)ethyl]piperazine hydrochloride having a melting point of 77°-79° is obtained from 1 g of 1-{4-[N-(2-isopropyloxyethyl)amino]benzoyl}-4-[2-(4-chlorophenyl)ethyl]piperazine (Example 1) by reaction with malonic acid monomethyl ester chloride. RXN SMILES: Cl.[CH:2]([O:5][CH2:6][CH2:7][N:8]([C:16]1[CH:38]=[CH:37][C:19]([C:20]([N:22]2[CH2:27][CH2:26][N:25]([CH2:28][CH2:29][C:30]3[CH:35]=[CH:34][C:33]([Cl:36])=[CH:32][CH:31]=3)[CH2:24][CH2:23]2)=[O:21])=[CH:18][CH:17]=1)C(=O)CC(OC)=O)([CH3:4])[CH3:3].[Cl-].COC(=O)CC(O)=O>>[CH:2]([O:5][CH2:6][CH2:7][NH:8][C:16]1[CH:38]=[CH:37][C:19]([C:20]([N:22]2[CH2:23][CH2:24][N:25]([CH2:28][CH2:29][C:30]3[CH:35]=[CH:34][C:33]([Cl:36])=[CH:32][CH:31]=3)[CH2:26][CH2:27]2)=[O:21])=[CH:18][CH:17]=1)([CH3:4])[CH3:3] |f:0.1,2.3|. The reactants are [Cl-].COC(CC(=O)O)=O (malonic acid monomethyl ester chloride), Cl.C(C)(C)OCCN(C(CC(=O)OC)=O)C1=CC=C(C(=O)N2CCN(CC2)CCC2=CC=C(C=C2)Cl)C=C1 (1-{4-[N-(2-isopropyloxyethyl)-N-methoxycarbonylacetylamino]benzoyl}-4-[2-(4-chlorophenyl)ethyl]piperazine hydrochloride). Starting materials: OC1=C(C=CC=C1)C=1SC=C(N1)CC(=O)O (2 -(2-Hydroxyphenyl)-4-thiazoleacetic Acid), C(C)OC(CC=1N=C(SC1)C1=C(C=CC=C1O)O)=O (2-(2,6-Dihydroxyphenyl)-4-thiazoleacetic Acid Ethyl Ester), [Li+].[OH-] (LiOH). The product is OC1=C(C(=CC=C1)O)C=1SC=C(N1)CC(=O)O (2-(2,6-Dihydroxyphenyl)-4-thiazoleacetic Acid). The yield is 93.6%. RXN SMILES: OC1C=CC=CC=1C1SC=C(CC(O)=O)N=1.C([O:19][C:20](=[O:35])[CH2:21][C:22]1[N:23]=[C:24]([C:27]2[C:32]([OH:33])=[CH:31][CH:30]=[CH:29][C:28]=2[OH:34])[S:25][CH:26]=1)C.[Li+].[OH-]>>[OH:33][C:32]1[CH:31]=[CH:30][CH:29]=[C:28]([OH:34])[C:27]=1[C:24]1[S:25][CH:26]=[C:22]([CH2:21][C:20]([OH:35])=[O:19])[N:23]=1 |f:2.3|. Reported procedure: The procedure used for the preparation of 5a was repeated with 4b (805 mg, 2.89 mmol) and 2N LiOH (5.1 mL) to provide 5b (680 mg, 94%) as a yellowish solid, which was recrystallized from THF/hexane. mp 210° C. (dec); IR (KBr) 3540-2500 (br), 3256 (br), 1688, 1461, 1230 cm-1 ; 1H NMR (DMSO-d6) δ3.78 (2H, s, CH2), 6.42 (2H, d, J=8.1 Hz, Ar), 7.08 (1H, t, J=8.1 Hz, Ar), 7.46 (1H, s), 12.21 (2H, s, OH), 12.47 (1H, br s, CO2H); FDMS m/z 251 (M+), 252 (M+ +1); Anal. Calcd for C11H9NO4S: C, 52.58; H, 3...